Dataset: the Open Reaction Database (ORD), a public repository of structured organic reaction records. Task: describe an organic reaction: reactants, conditions, products, and yield Reactants: CN(C)CC1=CC=C(O1)CSCCN (2-[[[5-(dimethylamino)methyl-2-furanyl]methyl]thio]ethanamine), C(#N)NC(=NCCOC)SC (N-cyano-N'-(2-methoxyethyl)-carbamimidothioic acid, methyl ester). The product is C(#N)NC(=NCCOC)NCCSCC=1OC(=CC1)CN(C)C (N-cyano-N'-[2-[[[5-(dimethylamino)methyl-2-furanyl]methyl]thio]ethyl]-N"-(2-methoxyethyl)guanidine). Yield: 41.3%. RXN SMILES: [CH3:1][N:2]([CH2:4][C:5]1[O:9][C:8]([CH2:10][S:11][CH2:12][CH2:13][NH2:14])=[CH:7][CH:6]=1)[CH3:3].[C:15]([NH:17][C:18](SC)=[N:19][CH2:20][CH2:21][O:22][CH3:23])#[N:16]>>[C:15]([NH:17][C:18]([NH:14][CH2:13][CH2:12][S:11][CH2:10][C:8]1[O:9][C:5]([CH2:4][N:2]([CH3:1])[CH3:3])=[CH:6][CH:7]=1)=[N:19][CH2:20][CH2:21][O:22][CH3:23])#[N:16]. Reported procedure: A mixture of 2-[[[5-(dimethylamino)methyl-2-furanyl]methyl]thio]ethanamine (2.14 g) and N-cyano-N'-(2-methoxyethyl)-carbamimidothioic acid, methyl ester (1.73 g) was heated on a steam bath for 6.5 hr. Vacuum was applied occasionally to remove methanethiol. The crude product was purified by chromatography (silica gel/methanol) to give N-cyano-N'-[2-[[[5-(dimethylamino)methyl-2-furanyl]methyl]thio]ethyl]-N"-(2-methoxyethyl)guanidine (1.4 g). Analysis Found: C, 50.51; H, 7.20; N, 19.41, C15H25N5O2S... Starting materials: Cuprous iodide, bis-triphenylphosphine palladium (II) chloride, C(CCC#C)O (pent-4-yn-1-ol), C(=C\C1=CC=CC=C1)/Br (E-styryl bromide). Run in C(C)NCC (diethylamine). Reaction conditions: time 16 hour. Yields the product C1(=CC=CC=C1)/C=C/C#CCCCO (7-phenyl-hept-4-yn-6E-en-1-ol). Yield: 87.1%. Reaction SMILES: [CH2:1]([OH:6])[CH2:2][CH2:3][C:4]#[CH:5].[CH:7](/Br)=[CH:8]\[C:9]1[CH:14]=[CH:13][CH:12]=[CH:11][CH:10]=1>C(NCC)C>[C:9]1(/[CH:8]=[CH:7]/[C:5]#[C:4][CH2:3][CH2:2][CH2:1][OH:6])[CH:14]=[CH:13][CH:12]=[CH:11][CH:10]=1. Procedure: Cuprous iodide (0.4 g, 2.1 mmol) and bis-triphenylphosphine palladium (II) chloride (0.8 g, 1.14 mmol) were added to a solution of pent-4-yn-1-ol (16 g, 193 mmol) (Jones, Eglinton, and Whiting, Org. Syn. Coll., 4, 755, (1963)) and E-styryl bromide (34.34 g, 188 mmol) (Feurerstein and Heimann, Ber., 34, 1468 (1901)) in anhydrous diethylamine (250 m). The whole was stirred under an atmosphere of dry nitrogen with the exclusion of moisture and light for 16 hours. The diethylamine was removed at red... Reaction SMILES: [C:1](=[O:4])([O-])O.[Na+].Cl.Cl.[N:8]1([C:14]2[CH:15]=[C:16]([CH2:20][OH:21])[CH:17]=[CH:18][CH:19]=2)[CH2:13][CH2:12][NH:11][CH2:10][CH2:9]1>C(Cl)(Cl)Cl>[O:4]1[CH2:1][CH2:18][CH:19]([N:11]2[CH2:12][CH2:13][N:8]([C:14]3[CH:15]=[C:16]([CH2:20][OH:21])[CH:17]=[CH:18][CH:19]=3)[CH2:9][CH2:10]2)[CH2:14][CH2:15]1 |f:0.1,2.3.4|. Procedure: CHCl3 and a saturated aqueous sodium hydrogen carbonate solution were added to [3-(piperazin-1-yl)phenyl]methanol dihydrochloride (240 mg) to carry out liquid separation. The organic layer was dried over MgSO4 and concentrated under reduced pressure. The obtained residue was mixed with dichloromethane (5 ml), and tetrahydro-4H-pyran-4-one (100 mg) and acetic acid (168 mg) were added thereto, followed by stirring at room temperature for 15 minutes. Sodium triacetoxyborohydride (576 mg) was added ... Run in C(Cl)(Cl)Cl (CHCl3). Reaction conditions: time 15 minute. The reactants are C(O)([O-])=O.[Na+] (sodium hydrogen carbonate), Cl.Cl.N1(CCNCC1)C=1C=C(C=CC1)CO ([3-(piperazin-1-yl)phenyl]methanol dihydrochloride). Yields the product O1CCC(CC1)N1CCN(CC1)C=1C=C(C=CC1)CO ({3-[4-(tetrahydro-2H-pyran-4-yl)piperazin-1-yl]phenyl}methanol). The reactants are C(C)OC(=O)C1=CN=C(S1)C(CBr)=O (5-Ethoxycarbonyl-2-(α-bromoacetyl)thiazole), C(C)OC=1C=C(C(=S)N)C=CC1OCC (3,4-diethoxythiobenzamide). The product is C(C)OC=1C=C(C=CC1OCC)C=1SC=C(N1)C=1SC(=CN1)C(=O)O (2-(3,4-diethoxyphenyl)-4-(5-carboxy-2-thiazolyl)thiazole). RXN SMILES: C([O:3][C:4]([C:6]1[S:10][C:9]([C:11](=O)[CH2:12]Br)=[N:8][CH:7]=1)=[O:5])C.[CH2:15]([O:17][C:18]1[CH:19]=[C:20]([CH:24]=[CH:25][C:26]=1[O:27][CH2:28][CH3:29])[C:21]([NH2:23])=[S:22])[CH3:16]>>[CH2:15]([O:17][C:18]1[CH:19]=[C:20]([C:21]2[S:22][CH:12]=[C:11]([C:9]3[S:10][C:6]([C:4]([OH:3])=[O:5])=[CH:7][N:8]=3)[N:23]=2)[CH:24]=[CH:25][C:26]=1[O:27][CH2:28][CH3:29])[CH3:16]. Reported procedure: 5-Ethoxycarbonyl-2-(α-bromoacetyl)thiazole and 3,4-diethoxythiobenzamide were subjected to the same reaction as in Example 1 and then to the same hydrolysis as in Example 147 to obtain 2-(3,4-diethoxyphenyl)-4-(5-carboxy-2-thiazolyl)thiazole.